Task: describe an organic reaction: reactants, conditions, products, and yield. Dataset: the Open Reaction Database (ORD), a public repository of structured organic reaction records Yields the product O=[N+]([O-])c1ccc2c(c1)NCCC2. Starting materials: O=C([O-])[O-], c1ccc2c(c1)CCCN2, CCOC(C)=O, [K+], [K+], O=[N+]([O-])O, O=S(=O)(O)O. Reaction SMILES: [C:15](=[O:16])([O-:17])[O-:18].[CH2:1]1[CH2:2][NH:3][c:4]2[cH:5][cH:6][cH:7][cH:8][c:9]2[CH2:10]1.[CH3:21][CH2:22][O:23][C:24]([CH3:25])=[O:26].[K+:19].[K+:20].[OH:11][N+:12]([O-:13])=[O:14].[S:27](=[O:28])(=[O:29])([OH:30])[OH:31]>>[CH2:1]1[CH2:2][NH:3][c:4]2[cH:5][c:6]([N+:12](=[O:11])[O-:13])[cH:7][cH:8][c:9]2[CH2:10]1. Starting materials: ON=C(C)C1=CC=C(C=C1)NC(=O)NCC(=O)OCCC (N-[4-(1-hydroxyiminoethyl)phenyl]-N'-n-propoxycarbonylmethylurea), C[O-].[Na+] (sodium methoxide), C(C=CC)Br (crotyl bromide). Reported procedure: A solution of the N-[4-(1-hydroxyiminoethyl)phenyl]-N'-n-propoxycarbonylmethylurea in 25% methanolic sodium methoxide (1.0 equivalent) is treated at room temperature with 1.1 equivalent of crotyl bromide. The reaction mixture is stirred until the temperature falls to about 20° C. The reaction mixture is then poured into cold water and extracted with diethyl ether. The ether solution is dried over MgSO4 and filtered, and the solvent is removed by rotary evaporator to yield the product N-[4-(1-cro... As a reaction SMILES: [OH:1][N:2]=[C:3]([C:5]1[CH:10]=[CH:9][C:8]([NH:11][C:12]([NH:14][CH2:15][C:16]([O:18][CH2:19][CH2:20][CH3:21])=[O:17])=[O:13])=[CH:7][CH:6]=1)[CH3:4].C[O-].[Na+].[CH2:25](Br)[CH:26]=[CH:27][CH3:28]>O>[CH2:25]([O:1][N:2]=[C:3]([C:5]1[CH:6]=[CH:7][C:8]([NH:11][C:12]([NH:14][CH2:15][C:16]([O:18][CH2:19][CH2:20][CH3:21])=[O:17])=[O:13])=[CH:9][CH:10]=1)[CH3:4])[CH:26]=[CH:27][CH3:28] |f:1.2|. Yields the product C(C=CC)ON=C(C)C1=CC=C(C=C1)NC(=O)NCC(=O)OCCC (N-[4-(1-crotyloxyiminoethyl)phenyl]-N'-n-propoxycarbonylmethylurea). Solvent: O (water). The reactants are FC(CN1N=C(CC1=O)C(=O)OCC)(F)F (1-(2',2',2'-trifluoroethyl)-3-carbethoxy-2-pyrazolin-5-one), [OH-].[NH4+] (ammonium hydroxide), Cl (hydrochloric acid). Run at time 5 day. The product is FC(CN1N=C(CC1=O)C(N)=O)(F)F (1-(2',2',2'-trifluoroethyl)-3-carbamoyl-2-pyrazolin-5-one). As a reaction SMILES: [F:1][C:2]([F:16])([F:15])[CH2:3][N:4]1[C:8](=[O:9])[CH2:7][C:6]([C:10](OCC)=[O:11])=[N:5]1.Cl.[OH-].[NH4+:19]>>[F:1][C:2]([F:16])([F:15])[CH2:3][N:4]1[C:8](=[O:9])[CH2:7][C:6]([C:10](=[O:11])[NH2:19])=[N:5]1 |f:2.3|. Procedure details: 0.71 Mole (169 g) of 1-(2',2',2'-trifluoroethyl)-3-carbethoxy-2-pyrazolin-5-one were stirred for 8 hours in concentrated ammonium hydroxide and left standing afterwards for 5 days in a sealed recipient at room temperature. After filtration the filtrate obtained was poured out on ice and acidified with hydrochloric acid. As soon as the product had crystallized out completely, it was filtered and washed with water. Reactants: C(C)(C)(C)OC(NC1(CCOCC1)C1=NC(=C(C(=N1)C(=O)NCC1=C(C=C(C=C1)F)S(=O)(=O)C)O)O)=O (tert-butyl-4-[4-({[4-fluoro-2-(methylsulfonyl)benzyl]amino}carbonyl)-5,6-dihydroxypyrimidin-2-yl]tetrahydro-2H-pyran-4-yl-carbamate), FC(C(=O)O)(F)F (trifluoroacetic acid). Solvent: ClCCl (dichloromethane). The product is FC(C(=O)O)(F)F.NC1(CCOCC1)C1=NC(=C(C(=N1)C(=O)NCC1=C(C=C(C=C1)F)S(=O)(=O)C)O)O (2-(4-Aminotetrahydro-2H-pyran-4-yl)-N-[4-fluoro-2-(methylsulfonyl)benzyl]-5,6-dihydroxypyrimidine-4-carboxamide trifluoroacetate). As a reaction SMILES: C(OC(=O)[NH:7][C:8]1([C:14]2[N:19]=[C:18]([C:20]([NH:22][CH2:23][C:24]3[CH:29]=[CH:28][C:27]([F:30])=[CH:26][C:25]=3[S:31]([CH3:34])(=[O:33])=[O:32])=[O:21])[C:17]([OH:35])=[C:16]([OH:36])[N:15]=2)[CH2:13][CH2:12][O:11][CH2:10][CH2:9]1)(C)(C)C.[F:38][C:39]([F:44])([F:43])[C:40]([OH:42])=[O:41]>ClCCl>[F:38][C:39]([F:44])([F:43])[C:40]([OH:42])=[O:41].[NH2:7][C:8]1([C:14]2[N:19]=[C:18]([C:20]([NH:22][CH2:23][C:24]3[CH:29]=[CH:28][C:27]([F:30])=[CH:26][C:25]=3[S:31]([CH3:34])(=[O:33])=[O:32])=[O:21])[C:17]([OH:35])=[C:16]([OH:36])[N:15]=2)[CH2:9][CH2:10][O:11][CH2:12][CH2:13]1 |f:3.4|. Procedure details: A solution of tert-butyl-4-[4-({[4-fluoro-2-(methylsulfonyl)benzyl]amino}carbonyl)-5,6-dihydroxypyrimidin-2-yl]tetrahydro-2H-pyran-4-yl-carbamate (C-31) in dichloromethane was treated with an excess of trifluoroacetic acid for 3 hours at room temperature. The acid in excess was removed in vacuo to obtain the crude title compound (C-32) as a pale yellow solid, after trituration with ethyl ether. Reactants: C=C(NC(C)=O)C(=O)OC, CC(C)(C)O, CC(C)(C)[O-], Cc1ccccc1, [K+]. Yields the product COC(=O)C(C)NC(C)=O. As a reaction SMILES: [C:1]([CH3:2])(=[O:3])[NH:4][C:5]([C:6](=[O:7])[O:8][CH3:9])=[CH2:10].[C:24]([OH:25])([CH3:26])([CH3:27])[CH3:28].[CH3:11][C:12]([CH3:13])([O-:14])[CH3:15].[CH3:17][c:18]1[cH:19][cH:20][cH:21][cH:22][cH:23]1.[K+:16]>>[C:1]([CH3:2])(=[O:3])[NH:4][CH:5]([C:6](=[O:7])[O:8][CH3:9])[CH3:10]. Starting materials: C#CC(=Nc1ccccc1)N(C)c1ccccc1, ClC(Cl)Cl, Sc1ccc(Cl)cc1. The product is CN(C(C=CSc1ccc(Cl)cc1)=Nc1ccccc1)c1ccccc1. Reaction SMILES: [CH3:1][N:2]([C:3]([C:4]#[CH:5])=[N:6][c:7]1[cH:8][cH:9][cH:10][cH:11][cH:12]1)[c:13]1[cH:14][cH:15][cH:16][cH:17][cH:18]1.[CH:27]([Cl:28])([Cl:29])[Cl:30].[Cl:19][c:20]1[cH:21][cH:22][c:23]([SH:26])[cH:24][cH:25]1>>[CH3:1][N:2]([C:3]([CH:4]=[CH:5][S:26][c:23]1[cH:22][cH:21][c:20]([Cl:19])[cH:25][cH:24]1)=[N:6][c:7]1[cH:8][cH:9][cH:10][cH:11][cH:12]1)[c:13]1[cH:14][cH:15][cH:16][cH:17][cH:18]1. Starting materials: CC(=C)C(CC\C(=C\CC\C(=C/COC1OCCCC1)\C)\C)O ((6E,10Z)-2,6,10-trimethyl-12-[(tetrahydro-2H-pyran-2-yl)oxy]-1,6,10-dodecatrien-3-ol). The reagents and catalysts are [O-2].[O-2].[Mn+4] (manganese dioxide). The solvent is C(Cl)Cl (methylene chloride). Run at time 18 hour. Product: OC\C=C(/CC/C=C(/CCC(C(=C)C)=O)\C)\C ((6E,10Z)-12-hydroxy-2,6,10-trimethyl- 1,6,10-dodecatrien-3-one). RXN SMILES: [CH3:1][C:2]([CH:4]([OH:23])[CH2:5][CH2:6]/[C:7](/[CH3:22])=[CH:8]/[CH2:9][CH2:10]/[C:11](/[CH3:21])=[CH:12]\[CH2:13][O:14]C1CCCCO1)=[CH2:3]>C(Cl)Cl.[O-2].[O-2].[Mn+4]>[OH:14][CH2:13]/[CH:12]=[C:11](/[CH3:21])\[CH2:10][CH2:9]/[CH:8]=[C:7](\[CH3:22])/[CH2:6][CH2:5][C:4](=[O:23])[C:2]([CH3:3])=[CH2:1] |f:2.3.4|. Procedure details: A solution of 0.5 g (0.0016 mol) of (6E,10Z)-2,6,10-trimethyl-12-[(tetrahydro-2H-pyran-2-yl)oxy]-1,6,10-dodecatrien-3-ol dissolved in 15 ml of methylene chloride is treated with 10 g of manganese dioxide. The suspension is stirred at room temperature for 18 hours under argon. After filtration and removal of the solvent the residue is chromatographed on silica gel with ether-hexane 10:1. The product, containing (6E,10Z)-2,6,10-trimethyl-12-[(tetrahydro-2H-pyran-2-yl)oxy]-1,6,10-dodecatrien-3-one,... Reactants: COc1cc2nc(OC(C)C)cc(C(F)(F)F)c2cc1NC(C)C, [H-], [Na+], [Na+], CN(C)C=O, O=S(=O)([O-])O, Sc1ccccc1. The product is CC(C)Nc1cc2c(C(F)(F)F)cc(OC(C)C)nc2cc1O. RXN SMILES: [CH:1]([CH3:2])([CH3:3])[O:4][c:5]1[n:6][c:7]2[cH:8][c:9]([O:23][CH3:24])[c:10]([NH:19][CH:20]([CH3:21])[CH3:22])[cH:11][c:12]2[c:13]([C:15]([F:16])([F:17])[F:18])[cH:14]1.[H-:33].[Na+:32].[Na+:39].[O:40]=[CH:41][N:42]([CH3:43])[CH3:44].[S:34](=[O:35])(=[O:36])([OH:37])[O-:38].[SH:25][c:26]1[cH:27][cH:28][cH:29][cH:30][cH:31]1>>[CH:1]([CH3:2])([CH3:3])[O:4][c:5]1[n:6][c:7]2[cH:8][c:9]([OH:23])[c:10]([NH:19][CH:20]([CH3:21])[CH3:22])[cH:11][c:12]2[c:13]([C:15]([F:16])([F:17])[F:18])[cH:14]1. The reactants are ClC1=NC=NC2=CC(=C(C=C12)OC)OCCCN1CCOCC1 (4-Chloro-6-methoxy-7-(3-morpholinopropoxy)quinazoline), CS(=O)C=1C=C2CC(NC2=CC1)=O (5-methylsulphinyloxindole), [H-].[Na+] (sodium hydride). The solvent is CN(C)C=O (DMF), CN(C)C=O (DMF). Conditions: time 30 minute. Product: Cl.COC=1C=C2C(=NC=NC2=CC1OCCCN1CCOCC1)C1C(NC2=CC=C(C=C12)S(=O)C)=O (6-methoxy-4-(5-methylsulphinyloxindol-3-yl)-7-(3-morpholinopropoxy)quinazoline hydrochloride). Isolated yield 29.4%. As a reaction SMILES: [CH3:1][S:2]([C:4]1[CH:5]=[C:6]2[C:10](=[CH:11][CH:12]=1)[NH:9][C:8](=[O:13])[CH2:7]2)=[O:3].[H-].[Na+].[Cl:16][C:17]1[C:26]2[C:21](=[CH:22][C:23]([O:29][CH2:30][CH2:31][CH2:32][N:33]3[CH2:38][CH2:37][O:36][CH2:35][CH2:34]3)=[C:24]([O:27][CH3:28])[CH:25]=2)[N:20]=[CH:19][N:18]=1>CN(C=O)C>[ClH:16].[CH3:28][O:27][C:24]1[CH:25]=[C:26]2[C:21](=[CH:22][C:23]=1[O:29][CH2:30][CH2:31][CH2:32][N:33]1[CH2:34][CH2:35][O:36][CH2:37][CH2:38]1)[N:20]=[CH:19][N:18]=[C:17]2[CH:7]1[C:6]2[C:10](=[CH:11][CH:12]=[C:4]([S:2]([CH3:1])=[O:3])[CH:5]=2)[NH:9][C:8]1=[O:13] |f:1.2,5.6|. Reported procedure: A solution of 5-methylsulphinyloxindole (303 mg, 1.55 mmol) in DMF (3.5 ml) was added to a suspension of sodium hydride (62 mg, 1.55 mmol, prewashed with hexane) in DMF (1.5 ml) and the mixture stirred for 30 minutes at ambient temperature. 4-Chloro-6-methoxy-7-(3-morpholinopropoxy)quinazoline (175 mg, 0.51 mmol), (prepared as described for the starting material in Example 5), was added and the mixture was stirred for 1.5 hours at 50° C. and then partitioned between water and ether. The aqueous ...